From a dataset of the Open Reaction Database (ORD), a public repository of structured organic reaction records. describe an organic reaction: reactants, conditions, products, and yield The reactants are Nc1ncc(Br)s1, CCOC(=O)CS, CCOC(C)=O, [K+], [K+], O=C([O-])[O-], CN(C)C=O, O. Yields the product CCOC(=O)CSc1cnc(N)s1. As a reaction SMILES: [Br:1][c:2]1[cH:3][n:4][c:5]([NH2:7])[s:6]1.[C:14]([CH2:15][SH:16])(=[O:17])[O:18][CH2:19][CH3:20].[CH3:27][CH2:28][O:29][C:30]([CH3:31])=[O:32].[K+:8].[K+:9].[O-:10][C:11]([O-:12])=[O:13].[O:22]=[CH:23][N:24]([CH3:25])[CH3:26].[OH2:21]>>[c:2]1([S:16][CH2:15][C:14](=[O:17])[O:18][CH2:19][CH3:20])[cH:3][n:4][c:5]([NH2:7])[s:6]1. Starting materials: C=CS(=O)(=O)NCCC1(c2ccccc2)SC(NC(=O)C(C)(C)C)=NN1C(=O)C(C)(C)C, CCN, CC#N. Yields the product CCNCCS(=O)(=O)NCCC1(c2ccccc2)SC(NC(=O)C(C)(C)C)=NN1C(=O)C(C)(C)C. As a reaction SMILES: [CH3:1][C:2]([C:3](=[O:4])[N:5]1[N:6]=[C:7]([NH:24][C:25]([C:26]([CH3:27])([CH3:28])[CH3:29])=[O:30])[S:8][C:9]1([c:10]1[cH:11][cH:12][cH:13][cH:14][cH:15]1)[CH2:16][CH2:17][NH:18][S:19](=[O:20])(=[O:21])[CH:22]=[CH2:23])([CH3:31])[CH3:32].[CH3:33][CH2:34][NH2:35].[CH3:36][C:37]#[N:38]>>[CH3:1][C:2]([C:3](=[O:4])[N:5]1[N:6]=[C:7]([NH:24][C:25]([C:26]([CH3:27])([CH3:28])[CH3:29])=[O:30])[S:8][C:9]1([c:10]1[cH:11][cH:12][cH:13][cH:14][cH:15]1)[CH2:16][CH2:17][NH:18][S:19](=[O:20])(=[O:21])[CH2:22][CH2:23][NH:35][CH2:34][CH3:33])([CH3:31])[CH3:32]. Starting materials: NC1=CC=C(CP(O)(O)=O)C=C1 (4-aminobenzylphosphonic acid). The solvent is O1CCCC1 (tetrahydrofuran), O1CCCC1 (tetrahydrofuran). The product is NC1=CC=C(CP(O)(O)=O)C=C1 (4-aminobenzylphosphonic acid), N12CCCCCC2=NCCC1 (1,8-diazabicyclo[5.4.0]undec-7-ene). The yield is 983.4%. As a reaction SMILES: [NH2:1][C:2]1[CH:12]=[CH:11][C:5]([CH2:6][P:7](=[O:10])([OH:9])[OH:8])=[CH:4][CH:3]=1>O1CCCC1>[NH2:1][C:2]1[CH:12]=[CH:11][C:5]([CH2:6][P:7](=[O:8])([OH:10])[OH:9])=[CH:4][CH:3]=1.[N:1]12[CH2:2][CH2:3][CH2:4][N:1]=[C:2]1[CH2:12][CH2:11][CH2:5][CH2:4][CH2:3]2. Procedure: A round-bottom reaction flask (25 ml) equipped with a magnetic stirrer was fitted with a septum and a cool-trap condenser. It was charged with C60 (NO2). (100 mg) and tetrahydrofuran (15 ml). The solution was added 4-aminobenzylphosphonic acid (150 mg) in tetrahydrofuran (5 ml) and treated under sonication conditions for 30 min at ambient temperatures. At the end of reaction, suspended solids in the solution were separated by a centrifuge technique and repeatedly washed with tetrahydrofuran and ...